This data is from the Open Reaction Database (ORD), a public repository of structured organic reaction records. The task is: describe an organic reaction: reactants, conditions, products, and yield Reactants: C(C)(=O)OCC (ethyl acetate), Cl[O-].[Na+] (Sodium hypochlorite), solution, S1C(=CC=C1)C=1NC(=CC1C#N)C(F)(F)F (2-(2-thienyl)-5-(trifluoromethyl)pyrrole-3-carbonitrile). Run in CCCCCC (hexane), O1CCCC1 (tetrahydrofuran). Conditions: time 15 minute. The product is ClC=1C(=C(NC1C(F)(F)F)C=1SC=CC1)C#N (4-Chloro-2-(2-Thienyl)-5-(Trifluoromethyl)Pyrrole-3-Carbonitrile). Isolated yield 15.0%. Reaction SMILES: [Cl:1][O-].[Na+].[S:4]1[CH:8]=[CH:7][CH:6]=[C:5]1[C:9]1[NH:10][C:11]([C:16]([F:19])([F:18])[F:17])=[CH:12][C:13]=1[C:14]#[N:15].C(OCC)(=O)C>O1CCCC1.CCCCCC>[Cl:1][C:12]1[C:13]([C:14]#[N:15])=[C:9]([C:5]2[S:4][CH:8]=[CH:7][CH:6]=2)[NH:10][C:11]=1[C:16]([F:19])([F:17])[F:18] |f:0.1|. Procedure: Sodium hypochlorite (12 mL of a 5.25% solution, 17 mmol) is added dropwise to a solution of 2-(2-thienyl)-5-(trifluoromethyl)pyrrole-3-carbonitrile (2.00 g, 8.26 mmol) in tetrahydrofuran. The reaction mixture is stirred for 2 hours and 15 minutes, quenched with a 1% sodium bisulfite solution and diluted with ether. The layers are separated and the organic layer is washed sequentially with water and brine, dried over MgSO4 and concentrated in vacuo to obtain a yellow solid. Flash chromatography o... Reactants: CC(C)(C)OC(=O)NC1CCNCC1, CC#N, COc1ncnc2sc(NC(=O)Oc3ccccc3)nc12. The product is COc1ncnc2sc(NC(=O)N3CCC(NC(=O)OC(C)(C)C)CC3)nc12. As a reaction SMILES: [C:22]([CH3:23])([CH3:24])([CH3:25])[O:26][C:27]([NH:28][CH:29]1[CH2:30][CH2:31][NH:32][CH2:33][CH2:34]1)=[O:35].[CH3:36][C:37]#[N:38].[c:1]1([O:2][C:8]([NH:9][c:10]2[s:11][c:12]3[n:13][cH:14][n:15][c:16]([O:19][CH3:20])[c:17]3[n:18]2)=[O:21])[cH:3][cH:4][cH:5][cH:6][cH:7]1>>[C:8]([NH:9][c:10]1[s:11][c:12]2[n:13][cH:14][n:15][c:16]([O:19][CH3:20])[c:17]2[n:18]1)(=[O:21])[N:32]1[CH2:31][CH2:30][CH:29]([NH:28][C:27]([O:26][C:22]([CH3:23])([CH3:24])[CH3:25])=[O:35])[CH2:34][CH2:33]1.